This data is from the Open Reaction Database (ORD), a public repository of structured organic reaction records. The task is: describe an organic reaction: reactants, conditions, products, and yield The reactants are CC(C)(C)OC(=O)CBr, C1COCCOCCOCCOCCOCCO1, C1CCOC1, CC(C)(C)[O-], ClCCl, [K+], O=C(Nc1ccccc1)c1cc2cc([N+](=O)[O-])ccc2[nH]1. The product is CC(C)(C)OC(=O)Cn1c(C(=O)Nc2ccccc2)cc2cc([N+](=O)[O-])ccc21. Reaction SMILES: [Br:46][CH2:47][C:48](=[O:49])[O:50][C:51]([CH3:52])([CH3:53])[CH3:54].[CH2:1]1[O:2][CH2:3][CH2:4][O:5][CH2:6][CH2:7][O:8][CH2:9][CH2:10][O:11][CH2:12][CH2:13][O:14][CH2:15][CH2:16][O:17][CH2:18]1.[CH2:58]1[O:59][CH2:60][CH2:61][CH2:62]1.[CH3:19][C:20]([CH3:21])([O-:22])[CH3:23].[Cl:55][CH2:56][Cl:57].[K+:24].[N+:25](=[O:26])([O-:27])[c:28]1[cH:29][c:30]2[cH:31][c:32]([C:37](=[O:38])[NH:39][c:40]3[cH:41][cH:42][cH:43][cH:44][cH:45]3)[nH:33][c:34]2[cH:35][cH:36]1>>[N+:25](=[O:26])([O-:27])[c:28]1[cH:29][c:30]2[cH:31][c:32]([C:37](=[O:38])[NH:39][c:40]3[cH:41][cH:42][cH:43][cH:44][cH:45]3)[n:33]([CH2:47][C:48](=[O:49])[O:50][C:51]([CH3:52])([CH3:53])[CH3:54])[c:34]2[cH:35][cH:36]1. Starting materials: CCN(C(C)C)C(C)C, COC(=O)Cl, ClCCl, NCC1CN(c2cc(F)c3c(c2)CC(=O)N3C2CC2)C(=O)O1. Yields the product COC(=O)NCC1CN(c2cc(F)c3c(c2)CC(=O)N3C2CC2)C(=O)O1. RXN SMILES: [CH:28]([N:29]([CH:30]([CH3:31])[CH3:32])[CH2:33][CH3:34])([CH3:35])[CH3:36].[Cl:1][C:2](=[O:3])[O:4][CH3:5].[Cl:37][CH2:38][Cl:39].[NH2:6][CH2:7][CH:8]1[CH2:9][N:10]([c:14]2[cH:15][c:16]3[c:20]([c:21]([F:23])[cH:22]2)[N:19]([CH:24]2[CH2:25][CH2:26]2)[C:18](=[O:27])[CH2:17]3)[C:11](=[O:13])[O:12]1>>[C:2](=[O:3])([O:4][CH3:5])[NH:6][CH2:7][CH:8]1[CH2:9][N:10]([c:14]2[cH:15][c:16]3[c:20]([c:21]([F:23])[cH:22]2)[N:19]([CH:24]2[CH2:25][CH2:26]2)[C:18](=[O:27])[CH2:17]3)[C:11](=[O:13])[O:12]1.